From a dataset of the Open Reaction Database (ORD), a public repository of structured organic reaction records. describe an organic reaction: reactants, conditions, products, and yield Reactants: CC#N, O=C(OO)c1cccc(Cl)c1, [Na+], [Na+], Fc1cccc(SCc2nnc(-c3ccc4c(c3)CCO4)o2)c1, O=S([O-])([O-])=S. Product: O=S(Cc1nnc(-c2ccc3c(c2)CCO3)o1)c1cccc(F)c1. RXN SMILES: [CH3:42][C:43]#[N:44].[Cl:24][c:25]1[cH:26][cH:27][cH:28][c:29]([C:30]([O:31][OH:33])=[O:32])[cH:34]1.[Na+:40].[Na+:41].[O:1]1[CH2:2][CH2:3][c:4]2[c:5]1[cH:6][cH:7][c:8](-[c:10]1[o:11][c:12]([CH2:15][S:16][c:17]3[cH:18][c:19]([F:23])[cH:20][cH:21][cH:22]3)[n:13][n:14]1)[cH:9]2.[S:35]([O-:36])([O-:37])(=[O:38])=[S:39]>>[O:1]1[CH2:2][CH2:3][c:4]2[c:5]1[cH:6][cH:7][c:8](-[c:10]1[o:11][c:12]([CH2:15][S:16]([c:17]3[cH:18][c:19]([F:23])[cH:20][cH:21][cH:22]3)=[O:32])[n:13][n:14]1)[cH:9]2.